Dataset: the Open Reaction Database (ORD), a public repository of structured organic reaction records. Task: describe an organic reaction: reactants, conditions, products, and yield Starting materials: [Mg] (magnesium), Li2CuCl4, ClC1C=CCC1 (3-chlorocyclopentene), ClCCCCC(CC)OCC (1-Chloro-5-ethoxyheptane), ClCCCCC(CC)OCC (1-chloro-5-ethoxyheptane). Solvent: O1CCCC1 (tetrahydrofuran), O1CCCC1 (tetrahydrofuran), O1CCCC1 (tetrahydrofuran). Product: C(C)OC(CCCCC1C=CCC1)CC (3-(5-Ethoxyhept-1-yl)cyclopentene). As a reaction SMILES: Cl[CH2:2][CH2:3][CH2:4][CH2:5][CH:6]([O:9][CH2:10][CH3:11])[CH2:7][CH3:8].[Mg].Cl[CH:14]1[CH2:18][CH2:17][CH:16]=[CH:15]1>O1CCCC1>[CH2:10]([O:9][CH:6]([CH2:7][CH3:8])[CH2:5][CH2:4][CH2:3][CH2:2][CH:18]1[CH2:17][CH2:16][CH:15]=[CH:14]1)[CH3:11]. Reported procedure: The procedure followed is the same as that described in Example 8 with the following substitutions made: the starting material prepared in Example 38, 1-chloro-5-ethoxyheptane (162 g, 1.13 moles) dissolved in tetrahydrofuran (162 ml), granular magnesium (50 g, 2.1 moles) in tetrahydrofuran (500 ml), Li2CuCl4 (29.1 mmoles), and 3-chlorocyclopentene (89 g, 0.86 moles) diluted in 100 ml tetrahydrofuran was used. The crude product is distilled under reduced pressure leaving a clear, colorless oil (1...